From a dataset of the Open Reaction Database (ORD), a public repository of structured organic reaction records. describe an organic reaction: reactants, conditions, products, and yield Reactants: C(C1=CC=CC=C1)OC[C@@]1(C[C@H](OC(C2=CC=CC=C2)=O)[C@@H](CO[Si](C2=CC=CC=C2)(C2=CC=CC=C2)C(C)(C)C)O1)N1C(=O)NC(=O)C(C)=C1 (Benzyloxymethyl-3'-O-benzoyl-5'-O-tert-butyldiphenylsilyl-thymidine), N1=CC=CC=C1.F (hydrogen fluoride-pyridine), resultant mixture. The solvent is C1CCOC1 (THF), CCOC(=O)C (AcOEt). Yields the product C(C1=CC=CC=C1)OC[C@@]1(C[C@H](OC(C2=CC=CC=C2)=O)[C@@H](CO)O1)N1C(=O)NC(=O)C(C)=C1 (Benzyloxymethyl-3'-O-benzoylthymidine). Isolated yield 96.8%. Reaction SMILES: [CH2:1]([O:8][CH2:9][C@@:10]1([N:43]2[CH:51]=[C:49]([CH3:50])[C:47](=[O:48])[NH:46][C:44]2=[O:45])[O:42][C@H:22]([CH2:23][O:24][Si](C(C)(C)C)(C2C=CC=CC=2)C2C=CC=CC=2)[C@@H:12]([O:13][C:14](=[O:21])[C:15]2[CH:20]=[CH:19][CH:18]=[CH:17][CH:16]=2)[CH2:11]1)[C:2]1[CH:7]=[CH:6][CH:5]=[CH:4][CH:3]=1.N1C=CC=CC=1.F>C1COCC1.CCOC(C)=O>[CH2:1]([O:8][CH2:9][C@@:10]1([N:43]2[CH:51]=[C:49]([CH3:50])[C:47](=[O:48])[NH:46][C:44]2=[O:45])[O:42][C@H:22]([CH2:23][OH:24])[C@@H:12]([O:13][C:14](=[O:21])[C:15]2[CH:20]=[CH:19][CH:18]=[CH:17][CH:16]=2)[CH2:11]1)[C:2]1[CH:7]=[CH:6][CH:5]=[CH:4][CH:3]=1 |f:1.2|. Procedure details: The silyl ether 4 (96.0 g, 136.4 mmol) in THF (600 mL) was treated with hydrogen fluoride-pyridine (70% HF in pyridine, 30 mL) at 0° C. for 4 h under a N2 atmosphere. The resultant mixture was diluted with AcOEt (600 mL) and washed with H2O (2×300 mL). The organic layer was dried (MgSO4) and concentrated at reduced pressure. The residue was purified by silica gel column chromatography (CH2Cl2 /AcOEt 10:1) to give 61.6 g (97%) of 5 as a white solid. Rf (CH2Cl2 /AcOEt 10:1) 0.29. 1H-NMR(CDCl3 +D2O... The reactants are C=C(C(=O)O)O[C@@H]1C=C(C=C[C@H]1O)C(=O)O (chorismate), C1(=CC=CC=C1)CC(C(=O)[O-])=O (phenylpyruvate). Yields the product C1=CC(C=CC1O)(CC(=O)C(=O)O)C(=O)O (prephenate). Reaction SMILES: C=C(O[C@H:7]1[C@H:12]([OH:13])[CH:11]=[CH:10][C:9]([C:14]([OH:16])=[O:15])=[CH:8]1)C(O)=O.C1([CH2:23][C:24](=[O:28])[C:25]([O-:27])=[O:26])C=CC=CC=1>>[CH:11]1[CH:12]([OH:13])[CH:7]=[CH:8][C:9]([C:14]([OH:16])=[O:15])([CH2:23][C:24]([C:25]([OH:27])=[O:26])=[O:28])[CH:10]=1. Reported procedure: One assay commonly used to measure chorismate mutase activity is based on the spectrophotometric estimation of phenylpyruvate obtained by acid conversion of the reaction product of prephenate. Metzenberg and Mitchell (1954) Arch Biochem and Biophys 243:374. In this assay, phenylpyruvate is estimated by the absorbance of either the enol-tautomer in alkaline solution (E=17,500 M−1 cm−1 at 320 nm in 1 M NaOH) or the enol-borate complex in either a concentrated solution of sodium borate and arsenate... Starting materials: BrC1=CC=C(C=N1)C(=O)N1CCN(CC1)C1=NC=C(C#N)C=C1C (6-[4-(6-bromopyridine-3-carbonyl)piperazin-1-yl]-5-methylnicotinonitrile), C[C@H]1NC(OC1)=O ((R)-4-methyloxazolidin-2-one). Procedure: By reaction and treatment in the same manner as in Example 1 and using 6-[4-(6-bromopyridine-3-carbonyl)piperazin-1-yl]-5-methylnicotinonitrile (200 mg) described in Preparation Example 131 and (R)-4-methyloxazolidin-2-one (79 mg) described in Preparation Example 25, the title compound (170 mg) was obtained. Product: C(#N)C=1C=C(C(=NC1)N1CCN(CC1)C(=O)C=1C=CC(=NC1)N1C(OC[C@H]1C)=O)C ((R)-3-{5-[4-(5-cyano-3-methylpyridin-2-yl)piperazine-1-carbonyl]pyridin-2-yl}-4-methyloxazolidin-2-one). RXN SMILES: Br[C:2]1[N:7]=[CH:6][C:5]([C:8]([N:10]2[CH2:15][CH2:14][N:13]([C:16]3[C:23]([CH3:24])=[CH:22][C:19]([C:20]#[N:21])=[CH:18][N:17]=3)[CH2:12][CH2:11]2)=[O:9])=[CH:4][CH:3]=1.[CH3:25][C@@H:26]1[CH2:30][O:29][C:28](=[O:31])[NH:27]1>>[C:20]([C:19]1[CH:22]=[C:23]([CH3:24])[C:16]([N:13]2[CH2:14][CH2:15][N:10]([C:8]([C:5]3[CH:4]=[CH:3][C:2]([N:27]4[C@H:26]([CH3:25])[CH2:30][O:29][C:28]4=[O:31])=[N:7][CH:6]=3)=[O:9])[CH2:11][CH2:12]2)=[N:17][CH:18]=1)#[N:21]. Yield: 80.8%. Starting materials: CC(=O)Nc1[nH]cc(-c2ccc(N)cc2)c1C(N)=O, O=C=Nc1cc(F)cc(C(F)(F)F)c1, C1CCOC1. The product is CC(=O)Nc1[nH]cc(-c2ccc(NC(=O)Nc3cc(F)cc(C(F)(F)F)c3)cc2)c1C(N)=O. Reaction SMILES: [C:15]([CH3:16])(=[O:17])[NH:18][c:19]1[nH:20][cH:21][c:22](-[c:27]2[cH:28][cH:29][c:30]([NH2:33])[cH:31][cH:32]2)[c:23]1[C:24](=[O:25])[NH2:26].[F:1][c:2]1[cH:3][c:4]([N:12]=[C:13]=[O:14])[cH:5][c:6]([C:8]([F:9])([F:10])[F:11])[cH:7]1.[O:34]1[CH2:35][CH2:36][CH2:37][CH2:38]1>>[F:1][c:2]1[cH:3][c:4]([NH:12][C:13](=[O:14])[NH:33][c:30]2[cH:29][cH:28][c:27](-[c:22]3[cH:21][nH:20][c:19]([NH:18][C:15]([CH3:16])=[O:17])[c:23]3[C:24](=[O:25])[NH2:26])[cH:32][cH:31]2)[cH:5][c:6]([C:8]([F:9])([F:10])[F:11])[cH:7]1. The reactants are I(=O)(=O)(=O)[O-].[Na+] (sodium periodate), O (water), C(C)(C)(C)OC(=O)N[C@](CC1CCN(CC1)C(=O)OCC[Si](C)(C)C)(CC=C)C(=O)OC (2-trimethylsilanylethyl (S)-4-(2-tert-butoxycarbonylamino-2-methoxycarbonylpent-4-enyl)piperidine-1-carboxylate). Run in C1CCOC1 (THF). Conditions: time 3 hour. Yields the product C(C)(C)(C)OC(=O)N[C@](CC1CCN(CC1)C(=O)OCC[Si](C)(C)C)(CC=O)C(=O)OC (2-Trimethylsilanylethyl (R)-4-(2-tert-butoxycarbonylamino-2-methoxycarbonyl-4-oxobutyl)piperidine-1-carboxylate). As a reaction SMILES: [C:1]([O:5][C:6]([NH:8][C@@:9]([C:29]([O:31][CH3:32])=[O:30])([CH2:26][CH:27]=C)[CH2:10][CH:11]1[CH2:16][CH2:15][N:14]([C:17]([O:19][CH2:20][CH2:21][Si:22]([CH3:25])([CH3:24])[CH3:23])=[O:18])[CH2:13][CH2:12]1)=[O:7])([CH3:4])([CH3:3])[CH3:2].I([O-])(=O)(=O)=[O:34].[Na+].O>C1COCC1>[C:1]([O:5][C:6]([NH:8][C@@:9]([C:29]([O:31][CH3:32])=[O:30])([CH2:26][CH:27]=[O:34])[CH2:10][CH:11]1[CH2:16][CH2:15][N:14]([C:17]([O:19][CH2:20][CH2:21][Si:22]([CH3:23])([CH3:25])[CH3:24])=[O:18])[CH2:13][CH2:12]1)=[O:7])([CH3:4])([CH3:3])[CH3:2] |f:1.2|. Procedure: 750 mg of 2-trimethylsilanylethyl (S)-4-(2-tert-butoxycarbonylamino-2-methoxycarbonylpent-4-enyl)piperidine-1-carboxylate were dissolved in 30 ml of THF. 852 mg of sodium periodate and 10 ml of water were added. The mixture was then stirred at room temperature for 3 h and filtered through kieselguhr. The filter cake was washed twice with 10 ml of THF each time. The THF was removed in vacuo, and the residue was partitioned between 30 ml of water and 30 ml of ethyl acetate. The pH of the aqueous p... Product: O=C(O)C1=CC=C2C1=CC(C(=O)OCc1ccccc1)N2Cc1ccc(Cl)c(Cl)c1. RXN SMILES: [C:1]([CH3:2])([CH3:3])([CH3:4])[O:5][C:6](=[O:7])[C:8]1=[CH:9][CH:10]=[C:11]2[N:12]([CH2:26][c:27]3[cH:28][c:29]([Cl:34])[c:30]([Cl:33])[cH:31][cH:32]3)[CH:13]([C:16](=[O:17])[O:18][CH2:19][c:20]3[cH:21][cH:22][cH:23][cH:24][cH:25]3)[CH:14]=[C:15]12.[CH2:42]([Cl:43])[Cl:44].[F:35][C:36]([F:37])([F:38])[C:39]([OH:40])=[O:41]>>[O:5]=[C:6]([OH:7])[C:8]1=[CH:9][CH:10]=[C:11]2[N:12]([CH2:26][c:27]3[cH:28][c:29]([Cl:34])[c:30]([Cl:33])[cH:31][cH:32]3)[CH:13]([C:16](=[O:17])[O:18][CH2:19][c:20]3[cH:21][cH:22][cH:23][cH:24][cH:25]3)[CH:14]=[C:15]12. Starting materials: CC(C)(C)OC(=O)C1=CC=C2C1=CC(C(=O)OCc1ccccc1)N2Cc1ccc(Cl)c(Cl)c1, ClCCl, O=C(O)C(F)(F)F.